This data is from the Open Reaction Database (ORD), a public repository of structured organic reaction records. The task is: describe an organic reaction: reactants, conditions, products, and yield Reactants: C1(=CC=CC=C1)C1OC2=CC=C(C=C2CC1)O (2-phenylchroman-6-ol), COC1=CC=C2CC(C(C2=C1)=O)C1=CC=CC=C1 (6-methoxy-2-phenylindan-1-one). Product: COC=1C=C2CC(CC2=CC1)C1=CC=CC=C1 (5-Methoxy-2-phenylindane). RXN SMILES: C1(C2CCC3C(=CC=C(O)C=3)O2)C=CC=CC=1.[CH3:18][O:19][C:20]1[CH:28]=[C:27]2[C:23]([CH2:24][CH:25]([C:30]3[CH:35]=[CH:34][CH:33]=[CH:32][CH:31]=3)[C:26]2=O)=[CH:22][CH:21]=1>>[CH3:18][O:19][C:20]1[CH:28]=[C:27]2[C:23](=[CH:22][CH:21]=1)[CH2:24][CH:25]([C:30]1[CH:35]=[CH:34][CH:33]=[CH:32][CH:31]=1)[CH2:26]2. Procedure: 5-Methoxy-2-phenylindane was prepared as described for 2-phenylchroman-6-ol in Example 1(a) using 600 mg of 6-methoxy-2-phenylindan-1-one. 1H-NMR (400 MHz, d6-DMSO): 7.32-7.27 (m, 4H), 7.21-7.18 (m, 1H), 7.13 (d, 1H, J 8.2 Hz), 6.83 (d, 1H, J 2.4 Hz), 6.72 (dd, 1H, J 2.4, 8.2 Hz), 3.72 (s, 3H), 3.64 (k, 1H, J 8.5 Hz), 3.23 (dt, 2H, J 8.5, 15.9 Hz), 2.92 (m, 2H). Starting materials: Cc1cc(-c2ccncc2)cc(C)c1O, Clc1nc(Cl)c2[nH]nnc2n1, [H-], [Na+], O. The product is Cc1cc(-c2ccncc2)cc(C)c1Oc1nc(Cl)nc2nn[nH]c12. As a reaction SMILES: [CH3:3][c:4]1[c:5]([OH:17])[c:6]([CH3:16])[cH:7][c:8](-[c:10]2[cH:11][cH:12][n:13][cH:14][cH:15]2)[cH:9]1.[Cl:18][c:19]1[n:20][c:21]([Cl:28])[c:22]2[c:23]([n:24]1)[n:25][n:26][nH:27]2.[H-:1].[Na+:2].[OH2:29]>>[CH3:3][c:4]1[c:5]([O:17][c:21]2[n:20][c:19]([Cl:18])[n:24][c:23]3[c:22]2[nH:27][n:26][n:25]3)[c:6]([CH3:16])[cH:7][c:8](-[c:10]2[cH:11][cH:12][n:13][cH:14][cH:15]2)[cH:9]1.